This data is from the Open Reaction Database (ORD), a public repository of structured organic reaction records. The task is: describe an organic reaction: reactants, conditions, products, and yield Starting materials: ClC=1C=C(C=CC1Cl)C1(CC(NC1)=O)CCOC1OCCCC1 (4-(3,4-dichloro-phenyl)-4-[2-(tetrahydro-pyran-2-yloxy)ethyl]-pyrrolidin-2-one), COC=1C=C(C(=O)Cl)C=C(C1OC)OC (3,4,5-trimethoxy-benzoyl chloride). Run in CN(C1=CC=CC=C1)C (N,N-dimethylaniline). Conditions: temperature 90 celsius, time 24 hour. The product is ClC=1C=C(C=CC1Cl)C1(CC(N(C1)C(C1=CC(=C(C(=C1)OC)OC)OC)=O)=O)CCOC1OCCCC1 (4-(3,4-dichloro-phenyl)-4-[2-(tetrahydro-pyran-2-yloxy)-ethyl]-1-(3,4,5-trimethoxy-benzoyl)-pyrrolidin-2-one). RXN SMILES: [Cl:1][C:2]1[CH:3]=[C:4]([C:9]2([CH2:15][CH2:16][O:17][CH:18]3[CH2:23][CH2:22][CH2:21][CH2:20][O:19]3)[CH2:13][NH:12][C:11](=[O:14])[CH2:10]2)[CH:5]=[CH:6][C:7]=1[Cl:8].[CH3:24][O:25][C:26]1[CH:27]=[C:28]([CH:32]=[C:33]([O:37][CH3:38])[C:34]=1[O:35][CH3:36])[C:29](Cl)=[O:30]>CN(C)C1C=CC=CC=1>[Cl:1][C:2]1[CH:3]=[C:4]([C:9]2([CH2:15][CH2:16][O:17][CH:18]3[CH2:23][CH2:22][CH2:21][CH2:20][O:19]3)[CH2:13][N:12]([C:29](=[O:30])[C:28]3[CH:27]=[C:26]([O:25][CH3:24])[C:34]([O:35][CH3:36])=[C:33]([O:37][CH3:38])[CH:32]=3)[C:11](=[O:14])[CH2:10]2)[CH:5]=[CH:6][C:7]=1[Cl:8]. Reported procedure: Combine 4-(3,4-dichloro-phenyl)-4-[2-(tetrahydro-pyran-2-yloxy)ethyl]-pyrrolidin-2-one (as prepared in example 11.3) (5 mmol) and 3,4,5-trimethoxy-benzoyl chloride (5.0 mmol) in N,N-dimethylaniline (20 mL). Heat to 90° C. and stir for 24 h. Concentrate in vacuo . Partition the reaction mixture between dichloromethane and H2O. Separate the organic layer, dry over MgSO4, filter, and concentrate in vacuo to obtain a residue. Purify to give the title compound. RXN SMILES: [CH2:1]([CH3:2])[N:3]1[CH2:4][CH2:5][N:6]([S:9](=[O:10])(=[O:11])[c:12]2[cH:13][cH:14][c:15](-[c:18]3[cH:19][c:20]4[c:21]([n:22][cH:23]3)[nH:24][c:25]([CH2:27][CH2:28][CH:29]3[CH2:30][CH2:31][CH2:32][CH2:33][C:34](=[O:36])[NH:35]3)[n:26]4)[cH:16][cH:17]2)[CH2:7][CH2:8]1.[CH3:37][O:38][c:39]1[cH:40][cH:41][c:42]([P:43]2(=[S:46])[S:44][P:45]([c:47]3[cH:48][cH:49][c:50]([O:51][CH3:52])[cH:53][cH:54]3)(=[S:55])[S:56]2)[cH:57][cH:58]1.[O:59]1[CH2:60][CH2:61][O:62][CH2:63][CH2:64]1>>[CH2:1]([CH3:2])[N:3]1[CH2:4][CH2:5][N:6]([S:9](=[O:10])(=[O:11])[c:12]2[cH:13][cH:14][c:15](-[c:18]3[cH:19][c:20]4[c:21]([n:22][cH:23]3)[nH:24][c:25]([CH2:27][CH2:28][CH:29]3[CH2:30][CH2:31][CH2:32][CH2:33][C:34](=[S:46])[NH:35]3)[n:26]4)[cH:16][cH:17]2)[CH2:7][CH2:8]1. Product: CCN1CCN(S(=O)(=O)c2ccc(-c3cnc4[nH]c(CCC5CCCCC(=S)N5)nc4c3)cc2)CC1. Reactants: CCN1CCN(S(=O)(=O)c2ccc(-c3cnc4[nH]c(CCC5CCCCC(=O)N5)nc4c3)cc2)CC1, COc1ccc(P2(=S)SP(=S)(c3ccc(OC)cc3)S2)cc1, C1COCCO1. The reactants are C1(=CC=CC=C1)CC#C (3-phenyl-propyne), O (Water), FC=1C=C(CN2C(N(C3=CC=C(C=C3C2=O)I)C)=O)C=CC1F (3-(3,4-Difluoro-benzyl)-6-iodo-1-methyl-1H-quinazoline-2,4-dione), C(C)(C)N(CC)C(C)C (di-isopropyl ethylamine), bis-triphenylphosphine palladium di-chloride. The reagents and catalysts are [Cu]I (CuI). The solvent is CN(C)C=O (DMF). Reaction conditions: temperature 70 celsius, time 8 hour. The product is IC=1C=C2C(NC(N(C2=CC1)C)=O)=O (6-Iodo-1-methyl-1H-quinazoline-2,4-dione). As a reaction SMILES: FC1C=C(C=CC=1F)C[N:6]1[C:15](=[O:16])[C:14]2[C:9](=[CH:10][CH:11]=[C:12]([I:17])[CH:13]=2)[N:8]([CH3:18])[C:7]1=[O:19].C(N(C(C)C)CC)(C)C.C1(CC#C)C=CC=CC=1.O>CN(C=O)C.[Cu]I>[I:17][C:12]1[CH:13]=[C:14]2[C:9](=[CH:10][CH:11]=1)[N:8]([CH3:18])[C:7](=[O:19])[NH:6][C:15]2=[O:16]. Procedure details: To 0.45 g (1.1 mmol) 3-(3,4-Difluoro-benzyl)-6-iodo-1-methyl-1H-quinazoline-2,4-dione and 0.56 g (4.4 mmol) di-isopropyl ethylamine in 15 ml DMF is added bis-triphenylphosphine palladium di-chloride (catalytic) followed by CuI (catalytic). 0.18 g (1.3 mmol) 3-phenyl-propyne is added and the mixture is heated to 70° C. for 6 hours. The mixture is allowed to cool to room temperature and stirred overnight. Water is added and the mixture stirred 30 minutes. Filtered and triturated solid in hot EtOAc... Starting materials: O=C([O-])O, CC#N, OC1(c2cccc(C(F)(F)F)n2)CCNCC1, [Na+], COc1ncnc2sc(NC(=O)Oc3ccccc3)nc12. The product is COc1ncnc2sc(NC(=O)N3CCC(O)(c4cccc(C(F)(F)F)n4)CC3)nc12. Reaction SMILES: [C:39](=[O:40])([OH:41])[O-:42].[CH3:44][C:45]#[N:46].[F:1][C:2]([c:3]1[cH:4][cH:5][cH:6][c:7]([C:9]2([OH:15])[CH2:10][CH2:11][NH:12][CH2:13][CH2:14]2)[n:8]1)([F:16])[F:17].[Na+:43].[c:18]1([O:24][C:25](=[O:19])[NH:26][c:27]2[s:28][c:29]3[n:30][cH:31][n:32][c:33]([O:36][CH3:37])[c:34]3[n:35]2)[cH:20][cH:21][cH:22][cH:23][cH:38]1>>[F:1][C:2]([c:3]1[cH:4][cH:5][cH:6][c:7]([C:9]2([OH:15])[CH2:10][CH2:11][N:12]([C:25](=[O:24])[NH:26][c:27]3[s:28][c:29]4[n:30][cH:31][n:32][c:33]([O:36][CH3:37])[c:34]4[n:35]3)[CH2:13][CH2:14]2)[n:8]1)([F:16])[F:17].